From a dataset of the Open Reaction Database (ORD), a public repository of structured organic reaction records. describe an organic reaction: reactants, conditions, products, and yield Reactants: ClC1=NOC(=N1)C1CN(CC(C1)C1=CC=C(C=C1)C(F)(F)F)C(=O)N1CCOCC1 ({3-(3-Chloro-1,2,4-oxadiazol-5-yl)-5-[4-(trifluoromethyl)phenyl]piperidin-1-yl}(morpholin-4-yl)methanone), C1(CC1)N (cyclopropylamine), C1(CC1)N (cyclopropylamine). The solvent is C(C)O (ethanol). Conditions: time 2 hour. The product is C1(CC1)NC1=NOC(=N1)C1CN(CC(C1)C1=CC=C(C=C1)C(F)(F)F)C(=O)N1CCOCC1 ({3-[3-(Cyclopropylamino)-1,2,4-oxadiazol-5-yl]-5-[4-(trifluoromethyl)phenyl]piperidin-1-yl}-(morpholin-4-yl)methanone). Reaction SMILES: Cl[C:2]1[N:6]=[C:5]([CH:7]2[CH2:12][CH:11]([C:13]3[CH:18]=[CH:17][C:16]([C:19]([F:22])([F:21])[F:20])=[CH:15][CH:14]=3)[CH2:10][N:9]([C:23]([N:25]3[CH2:30][CH2:29][O:28][CH2:27][CH2:26]3)=[O:24])[CH2:8]2)[O:4][N:3]=1.[CH:31]1([NH2:34])[CH2:33][CH2:32]1>C(O)C>[CH:31]1([NH:34][C:2]2[N:6]=[C:5]([CH:7]3[CH2:12][CH:11]([C:13]4[CH:18]=[CH:17][C:16]([C:19]([F:22])([F:21])[F:20])=[CH:15][CH:14]=4)[CH2:10][N:9]([C:23]([N:25]4[CH2:30][CH2:29][O:28][CH2:27][CH2:26]4)=[O:24])[CH2:8]3)[O:4][N:3]=2)[CH2:33][CH2:32]1. Procedure details: To a solution of 150 mg (0.337 mmol) of the oxadiazole from Example 23A in 1.5 ml of ethanol were added 385 mg (6.74 mmol) of cyclopropylamine, and then the reaction mixture was stirred in the microwave at 80 for 2 h. Another 385 mg (6.74 mmol) of cyclopropylamine were added and the mixture was stirred in the microwave at 80° C. for a further 2 h. This was followed by stirring in the microwave at 90° C. for 1 h. The solvent was removed under reduced pressure and the crude product was purified by...